describe an organic reaction: reactants, conditions, products, and yield From a dataset of the Open Reaction Database (ORD), a public repository of structured organic reaction records. The reactants are Cc1cc(Cl)nc(-c2ccccn2)n1, Nc1cccc([N+](=O)[O-])c1. Product: Cc1cc(Nc2cccc([N+](=O)[O-])c2)nc(-c2ccccn2)n1. RXN SMILES: [Cl:1][c:2]1[n:3][c:4](-[c:9]2[n:10][cH:11][cH:12][cH:13][cH:14]2)[n:5][c:6]([CH3:8])[cH:7]1.[N+:15](=[O:16])([O-:17])[c:18]1[cH:19][c:20]([NH2:21])[cH:22][cH:23][cH:24]1>>[c:2]1([NH:21][c:20]2[cH:19][c:18]([N+:15](=[O:16])[O-:17])[cH:24][cH:23][cH:22]2)[n:3][c:4](-[c:9]2[n:10][cH:11][cH:12][cH:13][cH:14]2)[n:5][c:6]([CH3:8])[cH:7]1. The reactants are CCOC(=O)Cn1c(=O)c(=O)[nH]c2cc(F)c([N+](=O)[O-])cc21, CN(C)C=O, c1c[nH]cn1. Product: CCOC(=O)Cn1c(=O)c(=O)[nH]c2cc(-n3ccnc3)c([N+](=O)[O-])cc21. RXN SMILES: [O:1]=[c:2]1[n:3]([CH2:17][C:18](=[O:19])[O:20][CH2:21][CH3:22])[c:4]2[cH:5][c:6]([N+:14](=[O:15])[O-:16])[c:7]([F:13])[cH:8][c:9]2[nH:10][c:11]1=[O:12].[O:28]=[CH:29][N:30]([CH3:31])[CH3:32].[nH:23]1[cH:24][n:25][cH:26][cH:27]1>>[O:1]=[c:2]1[n:3]([CH2:17][C:18](=[O:19])[O:20][CH2:21][CH3:22])[c:4]2[cH:5][c:6]([N+:14](=[O:15])[O-:16])[c:7](-[n:23]3[cH:24][n:25][cH:26][cH:27]3)[cH:8][c:9]2[nH:10][c:11]1=[O:12]. Reactants: CCCCC(=O)Cl, CCCCc1nn(-c2cc(NC(=O)CC)ccc2C(F)(F)F)c(=O)n1Cc1ccc(-c2ccccc2S(=O)(=O)NC(=O)OC(C)(C)C)cc1F. Product: CCCCC(=O)Nc1ccc(C(F)(F)F)c(-n2nc(CCCC)n(Cc3ccc(-c4ccccc4S(=O)(=O)NC(=O)OC(C)(C)C)cc3F)c2=O)c1. RXN SMILES: [C:1]([CH2:2][CH2:3][CH2:4][CH3:5])(=[O:6])[Cl:7].[C:8]([CH3:9])([CH3:10])([CH3:11])[O:12][C:13](=[O:14])[NH:15][S:16](=[O:17])(=[O:18])[c:19]1[c:20](-[c:25]2[cH:26][c:27]([F:57])[c:28]([CH2:31][n:32]3[c:33](=[O:56])[n:34](-[c:41]4[c:42]([C:52]([F:53])([F:54])[F:55])[cH:43][cH:44][c:45]([NH:47][C:48](=[O:49])[CH2:50][CH3:51])[cH:46]4)[n:35][c:36]3[CH2:37][CH2:38][CH2:39][CH3:40])[cH:29][cH:30]2)[cH:21][cH:22][cH:23][cH:24]1>>[C:1]([CH2:2][CH2:3][CH2:4][CH3:5])(=[O:6])[NH:47][c:45]1[cH:44][cH:43][c:42]([C:52]([F:53])([F:54])[F:55])[c:41](-[n:34]2[c:33](=[O:56])[n:32]([CH2:31][c:28]3[c:27]([F:57])[cH:26][c:25](-[c:20]4[c:19]([S:16]([NH:15][C:13]([O:12][C:8]([CH3:9])([CH3:10])[CH3:11])=[O:14])(=[O:17])=[O:18])[cH:24][cH:23][cH:22][cH:21]4)[cH:30][cH:29]3)[c:36]([CH2:37][CH2:38][CH2:39][CH3:40])[n:35]2)[cH:46]1. The reactants are C(C1=CC=CC=C1)OC1=NN(C=C1CCC(=O)OCC)CC1=CC=C(C=C1)OCC=1N=C(OC1C)C1=CC=CC=C1 (ethyl 3-[3-benzyloxy-1-[4-(5-methyl-2-phenyl-4-oxazolylmethoxy)benzyl]-1H-pyrazol-4-yl]propionate), [OH-].[Na+] (sodium hydroxide), O1CCCC1 (tetrahydrofuran), C(C)O (ethanol). Run in Cl (hydrochloric acid). Reaction conditions: time 1 hour. Yields the product C(C1=CC=CC=C1)OC1=NN(C=C1CCC(=O)O)CC1=CC=C(C=C1)OCC=1N=C(OC1C)C1=CC=CC=C1 (3-[3-benzyloxy-1-[4-(5-methyl-2-phenyl-4-oxazolylmethoxy)benzyl]-1H-pyrazol-4-yl]propionic acid). Yield: 83.2%. RXN SMILES: [CH2:1]([O:8][C:9]1[C:13]([CH2:14][CH2:15][C:16]([O:18]CC)=[O:17])=[CH:12][N:11]([CH2:21][C:22]2[CH:27]=[CH:26][C:25]([O:28][CH2:29][C:30]3[N:31]=[C:32]([C:36]4[CH:41]=[CH:40][CH:39]=[CH:38][CH:37]=4)[O:33][C:34]=3[CH3:35])=[CH:24][CH:23]=2)[N:10]=1)[C:2]1[CH:7]=[CH:6][CH:5]=[CH:4][CH:3]=1.[OH-].[Na+].O1CCCC1.C(O)C>Cl>[CH2:1]([O:8][C:9]1[C:13]([CH2:14][CH2:15][C:16]([OH:18])=[O:17])=[CH:12][N:11]([CH2:21][C:22]2[CH:27]=[CH:26][C:25]([O:28][CH2:29][C:30]3[N:31]=[C:32]([C:36]4[CH:37]=[CH:38][CH:39]=[CH:40][CH:41]=4)[O:33][C:34]=3[CH3:35])=[CH:24][CH:23]=2)[N:10]=1)[C:2]1[CH:7]=[CH:6][CH:5]=[CH:4][CH:3]=1 |f:1.2|. Procedure: A mixture of ethyl 3-[3-benzyloxy-1-[4-(5-methyl-2-phenyl-4-oxazolylmethoxy)benzyl]-1H-pyrazol-4-yl]propionate (380 mg), 1 N aqueous sodium hydroxide solution (3 ml), tetrahydrofuran (3 ml), and ethanol (3 ml) was stirred at room temperature for one hour, and then diluted with 1 N hydrochloric acid (5 ml) to give colorless crystals, which were collected by filtration. This was recrystallized from ethyl acetate-hexane, to yield 3-[3-benzyloxy-1-[4-(5-methyl-2-phenyl-4-oxazolylmethoxy)benzyl]-1H-p...